From a dataset of the Open Reaction Database (ORD), a public repository of structured organic reaction records. describe an organic reaction: reactants, conditions, products, and yield The reactants are [BH4-], O=C([O-])O, CCOCC, O=CNc1nc(C(=O)C(=O)O)cs1, [Na+], [Na+], O. Yields the product O=CNc1nc(C(O)C(=O)O)cs1. Reaction SMILES: [BH4-:24].[C:14](=[O:15])([OH:16])[O-:17].[CH3:19][CH2:20][O:21][CH2:22][CH3:23].[CH:1](=[O:2])[NH:3][c:4]1[s:5][cH:6][c:7]([C:9]([C:10](=[O:11])[OH:12])=[O:13])[n:8]1.[Na+:18].[Na+:25].[OH2:26]>>[CH:1](=[O:2])[NH:3][c:4]1[s:5][cH:6][c:7]([CH:9]([C:10](=[O:11])[OH:12])[OH:13])[n:8]1. Reactants: CO (methanol), Cl (hydrochloric acid), Cl.Cl.C(CCCCCC)NC(=N)NC(=N)NCCCCCCC (N1,N5-diheptyl-biguanide dihydrochloride), CC(=O)C (acetone). Product: C(C)(=O)O.C(CCCCCC)NC1=NC(N=C(N1)NCCCCCCC)(C)C (2,4-Diheptylamino-3,6-dihydro-6,6-dimethyl-1,3,5-triazine acetate). As a reaction SMILES: C[OH:2].Cl.Cl.Cl.[CH2:6]([NH:13][C:14]([NH:16][C:17]([NH:19][CH2:20][CH2:21][CH2:22][CH2:23][CH2:24][CH2:25][CH3:26])=[NH:18])=[NH:15])[CH2:7][CH2:8][CH2:9][CH2:10][CH2:11][CH3:12].[CH3:27][C:28]([CH3:30])=[O:29]>>[C:28]([OH:2])(=[O:29])[CH3:30].[CH2:20]([NH:19][C:17]1[NH:16][C:14]([NH:13][CH2:6][CH2:7][CH2:8][CH2:9][CH2:10][CH2:11][CH3:12])=[N:15][C:28]([CH3:30])([CH3:27])[N:18]=1)[CH2:21][CH2:22][CH2:23][CH2:24][CH2:25][CH3:26] |f:2.3.4,6.7|. Procedure: 100 ml of methanol, 80 ml of acetone and 0.7 ml of concentrated hydrochloric acid were added to 10.0 g (27.0 mmol) of N1,N5-diheptyl-biguanide dihydrochloride, and the mixture was refluxed for 24 hours. The solvent was distilled off under reduced pressure. To the residue were added 100 ml of ethanol, 60 ml of water, and 10.9 ml of 5N sodium hydroxide, and the mixture was refluxed for 1 hour, concentrated under reduced pressure, and extracted with ethyl acetate. The extract was washed with 10% aq...